From a dataset of the Open Reaction Database (ORD), a public repository of structured organic reaction records. describe an organic reaction: reactants, conditions, products, and yield Reactants: B, CSC, [NH2-], NC(Cc1c[nH]c2ccccc12)C(=O)O, [Na+], C1CCOC1, [OH-], O. Product: NCC(N)Cc1c[nH]c2ccccc12. Reaction SMILES: [BH3:25].[CH3:22][S:23][CH3:24].[NH2-:21].[NH2:6][CH:7]([CH2:8][c:9]1[cH:10][nH:11][c:12]2[cH:13][cH:14][cH:15][cH:16][c:17]12)[C:18](=[O:19])[OH:20].[Na+:27].[O:1]1[CH2:2][CH2:3][CH2:4][CH2:5]1.[OH-:26].[OH2:28]>>[NH2:6][CH:7]([CH2:8][c:9]1[cH:10][nH:11][c:12]2[cH:13][cH:14][cH:15][cH:16][c:17]12)[CH2:18][NH2:21]. The reactants are C(C)(C)(C)C1=C(C=CC(=C1)Cl)O (2-tert-butyl-4-chlorophenol), C(C=O)(=O)O (glyoxylic acid), C(C=O)(=O)O (glyoxylic acid). The reagents and catalysts are C1(=CC=C(C=C1)S(=O)(=O)O)C (p-toluenesulfonic acid). Solvent: ClCCCl (1,2-dichloroethane). Yields the product C(C)(C)(C)C1=CC(=CC=2C(C(OC21)=O)O)Cl (7-tert-butyl-5-chloro-3-hydroxy-3H-benzofuran-2-one). Yield: 31.5%. As a reaction SMILES: [C:1]([C:5]1[CH:10]=[C:9]([Cl:11])[CH:8]=[CH:7][C:6]=1[OH:12])([CH3:4])([CH3:3])[CH3:2].[C:13](O)(=[O:16])[CH:14]=[O:15]>ClCCCl.C1(C)C=CC(S(O)(=O)=O)=CC=1>[C:1]([C:5]1[C:6]2[O:12][C:14](=[O:15])[CH:13]([OH:16])[C:7]=2[CH:8]=[C:9]([Cl:11])[CH:10]=1)([CH3:4])([CH3:2])[CH3:3]. Reported procedure: 2.8 g of 2-tert-butyl-4-chlorophenol [J. Amer. Chem. Soc. 78, 4604 (1956)] are refluxed for 3¼ h with 2.45 g of 50% aqueous glyoxylic acid and 50 mg of p-toluenesulfonic acid in 20 ml of 1,2-dichloroethane. Thereafter a further 2.45 g of 50% aqueous glyoxylic acid are added to continue refluxing for 18 h. The reaction mixture is then washed with water, dried over MgSO4 and evaporated in a rotary evaporator. Crystallization of the residue from hexane leaves 1.15 g of 7-tert-butyl-5-chloro-3-hydro... Reactants: FC1(CCC(CC1)C1=C(C(=NC=2CC(C[C@@H](C12)O)(C)C)C1CCN(CC1)C1=NC=C(C=N1)OC[C@H](CO)O)[C@H](C1=CC=C(C=C1)C(F)(F)F)F)F ((5S)-4-(4,4-Difluorocyclohexyl)-2-[1-(5-{[(2S)-2,3-dihydroxypropyl]oxy}pyrimidin-2-yl)piperidin-4-yl]-3-{(S)-fluoro[4-(trifluoromethyl)phenyl]methyl}-7,7-dimethyl-5,6,7,8-tetrahydroquinolin-5-ol), Br (hydrobromic acid), CC(=O)C (acetone). The solvent is COC(C)(C)C (tert-butyl methyl ether). Yields the product Br.Br.FC1(CCC(CC1)C1=C(C(=NC=2CC(C[C@@H](C12)O)(C)C)C1CCN(CC1)C1=NC=C(C=N1)OC[C@H](CO)O)[C@H](C1=CC=C(C=C1)C(F)(F)F)F)F ((5S)-4-(4,4-Difluorocyclohexyl)-2-[1-(5-{[(2S)-2,3-dihydroxypropyl]oxy}pyrimidin-2-yl)piperidin-4-yl]-3-{(S)-fluoro[4-(trifluoromethyl)phenyl]methyl}-7,7-dimethyl-5,6,7,8-tetrahydroquinolin-5-ol dihydrobromide), powder. Yield: 75.0%. RXN SMILES: [BrH:1].CC(C)=O.[F:6][C:7]1([F:56])[CH2:12][CH2:11][CH:10]([C:13]2[C:22]3[C@@H:21]([OH:23])[CH2:20][C:19]([CH3:25])([CH3:24])[CH2:18][C:17]=3[N:16]=[C:15]([CH:26]3[CH2:31][CH2:30][N:29]([C:32]4[N:37]=[CH:36][C:35]([O:38][CH2:39][C@@H:40]([OH:43])[CH2:41][OH:42])=[CH:34][N:33]=4)[CH2:28][CH2:27]3)[C:14]=2[C@@H:44]([F:55])[C:45]2[CH:50]=[CH:49][C:48]([C:51]([F:54])([F:53])[F:52])=[CH:47][CH:46]=2)[CH2:9][CH2:8]1>COC(C)(C)C>[BrH:1].[BrH:1].[F:56][C:7]1([F:6])[CH2:8][CH2:9][CH:10]([C:13]2[C:22]3[C@@H:21]([OH:23])[CH2:20][C:19]([CH3:24])([CH3:25])[CH2:18][C:17]=3[N:16]=[C:15]([CH:26]3[CH2:31][CH2:30][N:29]([C:32]4[N:37]=[CH:36][C:35]([O:38][CH2:39][C@@H:40]([OH:43])[CH2:41][OH:42])=[CH:34][N:33]=4)[CH2:28][CH2:27]3)[C:14]=2[C@@H:44]([F:55])[C:45]2[CH:50]=[CH:49][C:48]([C:51]([F:52])([F:54])[F:53])=[CH:47][CH:46]=2)[CH2:11][CH2:12]1 |f:4.5.6|. Procedure details: Reactions similar to those of Example 13 were performed except for using 13.0 μl (114 μmol) of 47% hydrobromic acid instead of 35% hydrochloric acid and using 0.37 ml of a 1:1 mixed solvent of acetone and tert-butyl methyl ether instead of acetone, and from 37.0 mg (51.2 μmol) of (5S)-4-(4,4-Difluorocyclohexyl)-2-[1-(5-{[(2S)-2,3-dihydroxypropyl]oxy}pyrimidin-2-yl)piperidin-4-yl]-3-{(S)-fluoro[4-(trifluoromethyl)phenyl]methyl}-7,7-dimethyl-5,6,7,8-tetrahydroquinolin-5-ol, which was prepared by a... Reactants: ClC=1C=C(C=CC1)N1N=CC(=C(C1=O)OCC(C)C)Br (2-(3-chlorophenyl)-4-(2-methylpropoxy)-5-bromo-3(2H)-pyridazinone), FC=1C=C(C=CC1SC)B(O)O (3-Fluoro-4-(methylthio)benzeneboronic acid). Product: ClC=1C=C(C=CC1)N1N=CC(=C(C1=O)OCC(C)C)C1=CC(=C(C=C1)SC)F (2-(3-Chlorophenyl)-4-(2-methylpropoxy)-5-[3-fluoro-4-(methylthio)phenyl]-3(2H)-pyridazinone). Reaction SMILES: [Cl:1][C:2]1[CH:3]=[C:4]([N:8]2[C:13](=[O:14])[C:12]([O:15][CH2:16][CH:17]([CH3:19])[CH3:18])=[C:11](Br)[CH:10]=[N:9]2)[CH:5]=[CH:6][CH:7]=1.[F:21][C:22]1[CH:23]=[C:24](B(O)O)[CH:25]=[CH:26][C:27]=1[S:28][CH3:29]>>[Cl:1][C:2]1[CH:3]=[C:4]([N:8]2[C:13](=[O:14])[C:12]([O:15][CH2:16][CH:17]([CH3:19])[CH3:18])=[C:11]([C:24]3[CH:25]=[CH:26][C:27]([S:28][CH3:29])=[C:22]([F:21])[CH:23]=3)[CH:10]=[N:9]2)[CH:5]=[CH:6][CH:7]=1. Reported procedure: The title compound was prepared according to the method of Example 6, starting with 2-(3-chlorophenyl)-4-(2-methylpropoxy)-5-bromo-3(2H)-pyridazinone in place of 2-benzyl-4-bromo-5-methoxy-3(2H)-pyridazinone and substituting 3-fluoro-4-(methylthio)benzeneboronic acid (Example 72D) in place of 4-fluorobenzeneboronic acid. Starting materials: C(CCC)C=1N(C(NN1)=S)CC1=CC=C(C=C1)C1=C(C=CC=C1)C#N (5-n-butyl-4-[(2'-cyanobiphenyl-4-yl)methyl]-2,4-dihydro-3H-1,2,4-triazole-3-thione), C(C)(C)N(C(C)C)CC (N,N-diisopropylethylamine), C1(CCCCC1)CBr (cyclohexylmethyl bromide). The solvent is COCCO (2-methoxyethanol). Conditions: temperature 70 celsius, time 8 hour. The product is C(CCC)C1=NN=C(N1CC1=CC=C(C=C1)C1=C(C=CC=C1)C#N)SCC1CCCCC1 (3-n-Butyl-4-[(2'-cyanobiphenyl-4-yl)methyl]-5-(cyclohexylmethylthio)-4H-1,2,4-triazole). The yield is 59.4%. Reaction SMILES: [CH2:1]([C:5]1[N:6]([CH2:11][C:12]2[CH:17]=[CH:16][C:15]([C:18]3[CH:23]=[CH:22][CH:21]=[CH:20][C:19]=3[C:24]#[N:25])=[CH:14][CH:13]=2)[C:7](=[S:10])[NH:8][N:9]=1)[CH2:2][CH2:3][CH3:4].C(N(CC)C(C)C)(C)C.[CH:35]1([CH2:41]Br)[CH2:40][CH2:39][CH2:38][CH2:37][CH2:36]1>COCCO>[CH2:1]([C:5]1[N:6]([CH2:11][C:12]2[CH:17]=[CH:16][C:15]([C:18]3[CH:23]=[CH:22][CH:21]=[CH:20][C:19]=3[C:24]#[N:25])=[CH:14][CH:13]=2)[C:7]([S:10][CH2:41][CH:35]2[CH2:40][CH2:39][CH2:38][CH2:37][CH2:36]2)=[N:8][N:9]=1)[CH2:2][CH2:3][CH3:4]. Reported procedure: A mixture of 147 mg (0.42 mmole) of 5-n-butyl-4-[(2'-cyanobiphenyl-4-yl)methyl]-2,4-dihydro-3H-1,2,4-triazole-3-thione (from Example 15, Step C), 146 μl (108 mg, 0.84 mmole) of N,N-diisopropylethylamine, 117 μl (148 mg, 0.84 mmole) of cyclohexylmethyl bromide, and 1.5 ml of 2-methoxyethanol was stirred under N2 at 70° C. overnight and then at reflux for an additional 4 hours. The solution was concentrated in vacuo, and the residue was partitioned between 25 ml of ethyl acetate and 25 ml of 0.2 N... Reactants: C(C)(=O)N1CCC2=CC=C(C=C12)N(C(\C=C\C1=CC=CC=C1)=O)C1CCNCC1 (trans-N-(1-acetyl-2,3-dihydro-1H-indol-6-yl)-3-phenyl-N-piperidin-4-yl-acrylamide), C(=O)([O-])[O-].[Na+].[Na+] (Na2CO3), O (H2O), BrC(C(=O)OC)C1=CC=CC=C1 (methyl α-bromophenylacetate). Solvent: CN(C)C=O (DMF), C(Cl)Cl (DCM), C(Cl)Cl (DCM). Conditions: time 8 hour. Yields the product COC(C(C1=CC=CC=C1)N1CCC(CC1)N(C(\C=C\C1=CC=CC=C1)=O)C1=CC=C2CCN(C2=C1)C(C)=O)=O (trans-{4-[(1-Acetyl-2,3-dihydro-1H-indol-6-yl)-(3-phenyl-acryloyl)-amino]-piperidin-1-yl}-phenyl-acetic acid methyl ester). Isolated yield 84.4%. As a reaction SMILES: [C:1]([N:4]1[C:12]2[C:7](=[CH:8][CH:9]=[C:10]([N:13]([CH:24]3[CH2:29][CH2:28][NH:27][CH2:26][CH2:25]3)[C:14](=[O:23])/[CH:15]=[CH:16]/[C:17]3[CH:22]=[CH:21][CH:20]=[CH:19][CH:18]=3)[CH:11]=2)[CH2:6][CH2:5]1)(=[O:3])[CH3:2].C([O-])([O-])=O.[Na+].[Na+].Br[CH:37]([C:42]1[CH:47]=[CH:46][CH:45]=[CH:44][CH:43]=1)[C:38]([O:40][CH3:41])=[O:39].O>CN(C=O)C.C(Cl)Cl>[CH3:41][O:40][C:38](=[O:39])[CH:37]([N:27]1[CH2:28][CH2:29][CH:24]([N:13]([C:10]2[CH:11]=[C:12]3[C:7]([CH2:6][CH2:5][N:4]3[C:1](=[O:3])[CH3:2])=[CH:8][CH:9]=2)[C:14](=[O:23])/[CH:15]=[CH:16]/[C:17]2[CH:18]=[CH:19][CH:20]=[CH:21][CH:22]=2)[CH2:25][CH2:26]1)[C:42]1[CH:43]=[CH:44][CH:45]=[CH:46][CH:47]=1 |f:1.2.3|. Reported procedure: To a solution of trans-N-(1-acetyl-2,3-dihydro-1H-indol-6-yl)-3-phenyl-N-piperidin-4-yl-acrylamide (Example 41, Step C; 49 mg, 0.13 mmol) in DMF (0.5 mL) and DCM (2 mL) was added Na2CO3 (41 mg, 0.39 mmol) followed by methyl α-bromophenylacetate (26 μL, 0.16 mmol). After stirring overnight, the reaction mixture was poured into H2O and DCM was added. The organic fraction was washed with brine (3×), dried (Na2SO4), and concentrated. Purification by silica gel chromatography (2% methanol (2 M NH3) i... Starting materials: COC=1C=CC2=C(N(C(C=N2)=O)CCN2CCC(CC2)NC(OC(C)(C)C)=O)N1 (tert-butyl (1-(2-(6-methoxy-3-oxopyrido(2,3-b)pyrazin-4(3H)-yl)ethyl)piperidin-4-yl)carbamate), Cl.C(C)(=O)OCC (hydrogen chloride ethyl acetate). Run in C(C)(=O)OCC (ethyl acetate). Conditions: time 5 hour. Yields the product Cl.NC1CCN(CC1)CCN1C2=C(N=CC1=O)C=CC(=N2)OC (4-(2-(4-aminopiperidin-1-yl)ethyl)-6-methoxypyrido(2,3-b)pyrazin-3(4H)-one hydrochloride). As a reaction SMILES: [CH3:1][O:2][C:3]1[CH:4]=[CH:5][C:6]2[N:11]=[CH:10][C:9](=[O:12])[N:8]([CH2:13][CH2:14][N:15]3[CH2:20][CH2:19][CH:18]([NH:21]C(=O)OC(C)(C)C)[CH2:17][CH2:16]3)[C:7]=2[N:29]=1.[ClH:30].C(OCC)(=O)C>C(OCC)(=O)C>[ClH:30].[NH2:21][CH:18]1[CH2:17][CH2:16][N:15]([CH2:14][CH2:13][N:8]2[C:9](=[O:12])[CH:10]=[N:11][C:6]3[CH:5]=[CH:4][C:3]([O:2][CH3:1])=[N:29][C:7]2=3)[CH2:20][CH2:19]1 |f:1.2,4.5|. Procedure: To a suspension of 0.23 g of tert-butyl (1-(2-(6-methoxy-3-oxopyrido(2,3-b)pyrazin-4(3H)-yl)ethyl)piperidin-4-yl)carbamate in 3 mL of ethyl acetate, 4.0 mL of a 4.0 mol/L hydrogen chloride/ethyl acetate solution was added at room temperature. The mixture was stirred at the same temperature for 5 hours, and then left overnight. The solvent was distilled off under reduced pressure, diethyl ether was added to the resultant residue, and the solid was filtered off to obtain 0.23 g of 4-(2-(4-aminopip... The reactants are [OH-] (hydroxide), O=O (O2), NC1=CC=CC=C1 (aniline), CS(=O)C (dimethyl sulfoxide). Solvent: O (water). The product is superoxide, N(=NC1=CC=CC=C1)C1=CC=CC=C1 (azobenzene), OO (hydrogen peroxide). RXN SMILES: [OH-:1].[O:2]=O.[NH2:4][C:5]1[CH:10]=[CH:9][CH:8]=[CH:7][CH:6]=1.CS(C)=O>O>[N:4]([C:5]1[CH:10]=[CH:9][CH:8]=[CH:7][CH:6]=1)=[N:4][C:5]1[CH:10]=[CH:9][CH:8]=[CH:7][CH:6]=1.[OH:1][OH:2]. Procedure: The excess hydroxide ions (OH-), dissolved dioxygen (O2), and aniline (PhNH2) reacted in the dimethyl sulfoxide solution to form superoxide ions (O2-.), azobenzene (PhN=NPh), hydrogen peroxide (HOOH), and water (H2O). The dioxygen was introduced by bubbling gaseous dioxygen through the solution of other reactants for 20 minutes, and then purging with argon. The reaction yielded concentrations of 1.4 mM of superoxide ions and 2.5 mM of azobenzene. Starting materials: C(CC)(=O)C1C(CC(CC1=O)C1C(C2C(C(C1)C2)(C)C)C)=O (2-propionyl-5-(2,6,6-trimethylbicyclo[3.1.1]-hept-3-yl)-cyclohexane-1,3-dione), [Cl-].C(C=C)O[NH3+] (allyloxyammonium chloride), C(C)(=O)[O-].[Na+] (sodium acetate). Solvent: C(C)O (ethanol). Yields the product C(C=C)ONC(CC)=C1C(CC(CC1=O)C1C(C2C(C(C1)C2)(C)C)C)=O (2-(1-allyloxyaminopropylidene)-5-(2,6,6-trimethylbicyclo[3.1.1]hept-3-yl)cyclohexane-1,3-dione). The yield is 91.0%. As a reaction SMILES: [C:1]([CH:5]1[C:10](=[O:11])[CH2:9][CH:8]([CH:12]2[CH2:17][CH:16]3[CH2:18][CH:14]([C:15]3([CH3:20])[CH3:19])[CH:13]2[CH3:21])[CH2:7][C:6]1=[O:22])(=O)[CH2:2][CH3:3].[Cl-].[CH2:24]([O:27][NH3+:28])[CH:25]=[CH2:26].C([O-])(=O)C.[Na+]>C(O)C>[CH2:24]([O:27][NH:28][C:1](=[C:5]1[C:10](=[O:11])[CH2:9][CH:8]([CH:12]2[CH2:17][CH:16]3[CH2:18][CH:14]([C:15]3([CH3:19])[CH3:20])[CH:13]2[CH3:21])[CH2:7][C:6]1=[O:22])[CH2:2][CH3:3])[CH:25]=[CH2:26] |f:1.2,3.4|. Procedure details: 7.5 parts by weight of 2-propionyl-5-(2,6,6-trimethylbicyclo[3.1.1]-hept-3-yl)-cyclohexane-1,3-dione, 2.9 parts per weight of allyloxyammonium chloride, 2.2 parts by weight of anhydrous sodium acetate and 80 of ethanol were stirred at room temperature for 12 hours, the solvent was distilled off under reduced pressure, the residue was stirred with 120 parts of water and 100 parts of methylene chloride, the organic phase was separated off, the aqueous phase was extracted with 50 parts of methylene... Reactants: C1(=CC=CC=C1)S (thiophenol), ClCCOC=1C=C2CCC(NC2=CC1)=O (6-(2-chloro-ethoxy)-3,4-dihydro-carbostyril). Product: C1(=CC=CC=C1)SCCOC=1C=C2CCC(NC2=CC1)=O (6-(2-Phenylmercapto-ethoxy)-3,4-dihydro-carbostyril). RXN SMILES: [C:1]1([SH:7])[CH:6]=[CH:5][CH:4]=[CH:3][CH:2]=1.Cl[CH2:9][CH2:10][O:11][C:12]1[CH:13]=[C:14]2[C:19](=[CH:20][CH:21]=1)[NH:18][C:17](=[O:22])[CH2:16][CH2:15]2>>[C:1]1([S:7][CH2:9][CH2:10][O:11][C:12]2[CH:13]=[C:14]3[C:19](=[CH:20][CH:21]=2)[NH:18][C:17](=[O:22])[CH2:16][CH2:15]3)[CH:6]=[CH:5][CH:4]=[CH:3][CH:2]=1. Procedure details: Prepared analogous to Example 1 from thiophenol and 6-(2-chloro-ethoxy)-3,4-dihydro-carbostyril (m.p. 152.5° to 153.5° C.).